From a dataset of the Open Reaction Database (ORD), a public repository of structured organic reaction records. describe an organic reaction: reactants, conditions, products, and yield Reactants: CN(C=O)C (N,N-Dimethylformamide), BrCCCCOC=1C(=C2COC(C2=CC1)(C(F)(F)F)C(F)(F)F)CCC (5-(4-bromobutoxy)-4-propyl-1,1-bis(trifluoromethyl)-1,3-dihydroisobenzofuran), C([O-])([O-])=O.[K+].[K+] (potassium carbonate), O1COC2=C1C=CC(=C2)C2(C(NC(N2)=O)=O)C (5-(benzo[d][1,3]dioxol-5-yl)-5-methylimidazolidine-2,4-dione). Solvent: O (water). Conditions: time 8 hour. Product: O1COC2=C1C=CC(=C2)C2(C(N(C(N2)=O)CCCCOC=2C(=C1COC(C1=CC2)(C(F)(F)F)C(F)(F)F)CCC)=O)C (5-(benzo[d][1,3]dioxol-5-yl)-5-methyl-3-[4-[4-propyl-1,1-bis(trifluoromethyl)-1,3-dihydroisobenzofuran-5-yloxy]butyl]imidazolidine-2,4-dione). As a reaction SMILES: CN(C)C=O.Br[CH2:7][CH2:8][CH2:9][CH2:10][O:11][C:12]1[C:13]([CH2:29][CH2:30][CH3:31])=[C:14]2[C:18](=[CH:19][CH:20]=1)[C:17]([C:25]([F:28])([F:27])[F:26])([C:21]([F:24])([F:23])[F:22])[O:16][CH2:15]2.C(=O)([O-])[O-].[K+].[K+].[O:38]1[C:42]2[CH:43]=[CH:44][C:45]([C:47]3([CH3:54])[NH:51][C:50](=[O:52])[NH:49][C:48]3=[O:53])=[CH:46][C:41]=2[O:40][CH2:39]1>O>[O:38]1[C:42]2[CH:43]=[CH:44][C:45]([C:47]3([CH3:54])[NH:51][C:50](=[O:52])[N:49]([CH2:7][CH2:8][CH2:9][CH2:10][O:11][C:12]4[C:13]([CH2:29][CH2:30][CH3:31])=[C:14]5[C:18](=[CH:19][CH:20]=4)[C:17]([C:25]([F:28])([F:27])[F:26])([C:21]([F:24])([F:23])[F:22])[O:16][CH2:15]5)[C:48]3=[O:53])=[CH:46][C:41]=2[O:40][CH2:39]1 |f:2.3.4|. Procedure: To a N,N-Dimethylformamide (2 mL) solution of 5-(4-bromobutoxy)-4-propyl-1,1-bis(trifluoromethyl)-1,3-dihydroisobenzofuran (25 mg, 0.0557 mmol), potassium carbonate mg, 0.111 mmol) and 5-(benzo[d][1,3]dioxol-5-yl)-5-methylimidazolidine-2,4-dione (CAS: 308122-40-9:DE335993) (19.6 mg, 0.0835 mmol) were added and the mixture was stirred overnight. The reaction solution was added with water and extracted with ethyl acetate. Subsequently, the organic layer was washed with saturated saline, dried usin... RXN SMILES: [BH4-:20].[C:1]([CH3:2])(=[O:3])[c:4]1[cH:5][c:6]2[c:7](=[O:19])[c:8](-[c:14]3[n:15][n:16][n:17][nH:18]3)[cH:9][o:10][c:11]2[cH:12][cH:13]1.[CH3:22][OH:23].[Na+:21]>>[CH:1]([CH3:2])([OH:3])[c:4]1[cH:5][c:6]2[c:7](=[O:19])[c:8](-[c:14]3[n:15][n:16][n:17][nH:18]3)[cH:9][o:10][c:11]2[cH:12][cH:13]1. Starting materials: [BH4-], CC(=O)c1ccc2occ(-c3nnn[nH]3)c(=O)c2c1, CO, [Na+]. Product: CC(O)c1ccc2occ(-c3nnn[nH]3)c(=O)c2c1. The reactants are Cc1cccc(NO)c1C, Cc1cccc([N+](=O)[O-])c1C, CN(C)N, [Cl-]. Yields the product Cc1cccc([N+]([O-])=NN(C)C)c1C. RXN SMILES: [CH3:12][c:13]1[c:14]([CH3:15])[cH:16][cH:17][cH:18][c:19]1[NH:20][OH:21].[CH3:1][c:2]1[c:3]([N+:9](=[O:10])[O-:11])[cH:4][cH:5][cH:6][c:7]1[CH3:8].[CH3:23][N:24]([NH2:25])[CH3:26].[Cl-:22]>>[CH3:1][c:2]1[c:3]([N+:9]([O-:11])=[N:25][N:24]([CH3:23])[CH3:26])[cH:4][cH:5][cH:6][c:7]1[CH3:8]. Reactants: 20.8, Cl.Cl.C1(=CC=CC=C1)C(N1CCN(CC1)CC1=CC(=C(C=C1)OC)[N+](=O)[O-])C1=CC=CC=C1 (1-(diphenylmethyl)-4-(4-methoxy-3-nitrophenylmethyl)piperazine dihydrochloride), COCCN (2-methoxyethanamine). The solvent is O (Water). The product is 11.6, C1(=CC=CC=C1)C(N1CCN(CC1)CC1=CC(=C(C=C1)NCCOC)[N+](=O)[O-])C1=CC=CC=C1 (4-[4-(diphenylmethyl)-1-piperazinylmethyl]-N-(2-methoxyethyl)-2-nitrobenzenamine). Yield: 51.0%. RXN SMILES: Cl.Cl.[C:3]1([CH:9]([C:28]2[CH:33]=[CH:32][CH:31]=[CH:30][CH:29]=2)[N:10]2[CH2:15][CH2:14][N:13]([CH2:16][C:17]3[CH:22]=[CH:21][C:20](OC)=[C:19]([N+:25]([O-:27])=[O:26])[CH:18]=3)[CH2:12][CH2:11]2)[CH:8]=[CH:7][CH:6]=[CH:5][CH:4]=1.[CH3:34][O:35][CH2:36][CH2:37][NH2:38]>O>[C:28]1([CH:9]([C:3]2[CH:8]=[CH:7][CH:6]=[CH:5][CH:4]=2)[N:10]2[CH2:11][CH2:12][N:13]([CH2:16][C:17]3[CH:22]=[CH:21][C:20]([NH:38][CH2:37][CH2:36][O:35][CH3:34])=[C:19]([N+:25]([O-:27])=[O:26])[CH:18]=3)[CH2:14][CH2:15]2)[CH:29]=[CH:30][CH:31]=[CH:32][CH:33]=1 |f:0.1.2|. Reported procedure: A solution of 20.8 parts of 1-(diphenylmethyl)-4-(4-methoxy-3-nitrophenylmethyl)piperazine dihydrochloride in 50 parts of 2-methoxyethanamine is stirred and refluxed overnight. Water is added and the product is extracted with dichloromethane. The extract is dried, filtered and evaporated. The residue is purified twice by column-chromatography over silica gel using a mixture of trichloromethane and methanol (98:2 by volume) as eluent. The pure fractions are collected and the eluent is evaporated,... Starting materials: C1(=CC=CC=C1)CCC1=NC=2C=CC=C3C(CCN1C23)O (5,6-dihydro-2-(2-phenylethyl)-4H-imidazo[4,5,1-ij]quinolin-6-ol), [H-].[Na+] (sodium hydride), O (Water), CI (methyl iodide). The solvent is O1CCCC1 (tetrahydrofuran), O1CCCC1 (tetrahydrofuran). Conditions: time 35 minute. Yields the product COC1CCN2C3=C(C=CC=C13)N=C2CCC2=CC=CC=C2 (5,6-dihydro-6-methoxy-2-(2-phenylethyl)-4H-imidazo[4,5,1-ij]quinoline). Isolated yield 49.0%. As a reaction SMILES: [H-].[Na+].[C:3]1([CH2:9][CH2:10][C:11]2[N:21]3[C:22]4[C:17]([CH:18]([OH:23])[CH2:19][CH2:20]3)=[CH:16][CH:15]=[CH:14][C:13]=4[N:12]=2)[CH:8]=[CH:7][CH:6]=[CH:5][CH:4]=1.[CH3:24]I.O>O1CCCC1>[CH3:24][O:23][CH:18]1[C:17]2[C:22]3=[C:13]([N:12]=[C:11]([CH2:10][CH2:9][C:3]4[CH:8]=[CH:7][CH:6]=[CH:5][CH:4]=4)[N:21]3[CH2:20][CH2:19]1)[CH:14]=[CH:15][CH:16]=2 |f:0.1|. Procedure: A portion (115 mg) of 60% sodium hydride was added to anhydrous tetrahydrofuran (15 mL) under an argon atmosphere; 0.2 g of 5,6-dihydro-2-(2-phenylethyl)-4H-imidazo[4,5,1-ij]quinolin-6-ol obtained in Example 4 was dissolved in anhydrous tetrahydrofuran (4 mL) and the solution was added dropwise to the first mentioned solution at room temperature. After stirring for 35 min at room temperature, methyl iodide (1.02 g) was added dropwise and the mixture was stirred for 4 hrs. Water was added to the ... RXN SMILES: [CH3:49][CH2:50][N:51]=[C:52]=[N:53][CH2:54][CH2:55][CH2:56][N:57]([CH3:58])[CH3:59].[CH:1]([N:2]([CH2:3][CH3:4])[CH:5]([CH3:6])[CH3:7])([CH3:8])[CH3:9].[CH:61](=[O:62])[c:63]1[cH:64][cH:65][c:66]([C:67](=[O:68])[OH:69])[cH:70][cH:71]1.[ClH:60].[F:32][C:33]([F:34])([F:35])[C:36]([OH:37])=[O:38].[NH2:10][CH2:11][C:12](=[O:13])[N:14]1[CH2:15][CH2:16][N:17]([C:20]([c:21]2[c:22]([C:27]([F:28])([F:29])[F:30])[cH:23][cH:24][cH:25][cH:26]2)=[O:31])[CH2:18][CH2:19]1.[O:72]=[CH:73][N:74]([CH3:75])[CH3:76].[OH2:77].[OH:39][n:40]1[c:41]2[c:42]([cH:43][cH:44][cH:45][cH:46]2)[n:47][n:48]1>>[NH:10]([CH2:11][C:12](=[O:13])[N:14]1[CH2:15][CH2:16][N:17]([C:20]([c:21]2[c:22]([C:27]([F:28])([F:29])[F:30])[cH:23][cH:24][cH:25][cH:26]2)=[O:31])[CH2:18][CH2:19]1)[C:67]([c:66]1[cH:65][cH:64][c:63]([CH:61]=[O:62])[cH:71][cH:70]1)=[O:68]. Starting materials: CCN=C=NCCCN(C)C, CCN(C(C)C)C(C)C, O=Cc1ccc(C(=O)O)cc1, Cl, O=C(O)C(F)(F)F, NCC(=O)N1CCN(C(=O)c2ccccc2C(F)(F)F)CC1, CN(C)C=O, O, On1nnc2ccccc21. Product: O=Cc1ccc(C(=O)NCC(=O)N2CCN(C(=O)c3ccccc3C(F)(F)F)CC2)cc1. Reactants: CC#N, O, CCOC(=O)C(O)(c1cnc(C(C)(C)C)nc1)C(C)(C)C, O=S(Cl)Cl, c1c[nH]cn1. Yields the product CCOC(=O)C(Cl)(c1cnc(C(C)(C)C)nc1)C(C)(C)C. Reaction SMILES: [CH3:32][C:33]#[N:34].[OH2:31].[OH:5][C:6]([C:7](=[O:8])[O:9][CH2:10][CH3:11])([C:12]([CH3:13])([CH3:14])[CH3:15])[c:16]1[cH:17][n:18][c:19]([C:22]([CH3:23])([CH3:24])[CH3:25])[n:20][cH:21]1.[S:1]([Cl:2])([Cl:3])=[O:4].[nH:26]1[cH:27][cH:28][n:29][cH:30]1>>[Cl:3][C:6]([C:7](=[O:8])[O:9][CH2:10][CH3:11])([C:12]([CH3:13])([CH3:14])[CH3:15])[c:16]1[cH:17][n:18][c:19]([C:22]([CH3:23])([CH3:24])[CH3:25])[n:20][cH:21]1.